This data is from the Open Reaction Database (ORD), a public repository of structured organic reaction records. The task is: describe an organic reaction: reactants, conditions, products, and yield Reactants: C(#N)C=1C=C(C=CC1)C=CC(=O)C1=CC=CC=C1 (3-(3-cyanophenyl)-1-phenyl-2-propen-1-one), O1CCN(CC1)CCNC(CC(=O)C)=O (N-(2-morpholinoethyl)acetoacetamide), C(C)(=O)[O-].[NH4+] (ammonium acetate). Solvent: C(C(C)C)C(=O)C (methyl isobutyl ketone). Reaction conditions: time 4 hour. Yields the product O1CCN(CC1)CCNC(=O)C=1C(=NC(=CC1C1=CC(=CC=C1)C#N)C1=CC=CC=C1)C (3-(2-morpholinoethylcarbamoyl)-2-methyl-4-(3-cyanophenyl)-6-phenylpyridine). Yield: 29.7%. RXN SMILES: [C:1]([C:3]1[CH:4]=[C:5]([CH:9]=[CH:10][C:11]([C:13]2[CH:18]=[CH:17][CH:16]=[CH:15][CH:14]=2)=O)[CH:6]=[CH:7][CH:8]=1)#[N:2].[O:19]1[CH2:24][CH2:23][N:22]([CH2:25][CH2:26][NH:27][C:28](=[O:33])[CH2:29][C:30]([CH3:32])=O)[CH2:21][CH2:20]1.C([O-])(=O)C.[NH4+:38]>C(C(C)=O)C(C)C>[O:19]1[CH2:24][CH2:23][N:22]([CH2:25][CH2:26][NH:27][C:28]([C:29]2[C:30]([CH3:32])=[N:38][C:11]([C:13]3[CH:18]=[CH:17][CH:16]=[CH:15][CH:14]=3)=[CH:10][C:9]=2[C:5]2[CH:6]=[CH:7][CH:8]=[C:3]([C:1]#[N:2])[CH:4]=2)=[O:33])[CH2:21][CH2:20]1 |f:2.3|. Procedure details: To a solution of 3-(3-cyanophenyl)-1-phenyl-2-propen-1-one (4.7 g) in methyl isobutyl ketone (50 ml) were added N-(2-morpholinoethyl)acetoacetamide (6.5 g) and ammonium acetate (2.3 g), and the mixture was stirred at 80° to 85° C. for 4 hours. After cooling, the reaction mixture was washed with water and dried over magnesium sulfate. To the filtrate containing 1,4-dihydro-3-(2-morpholinoethylcarbamoyl)-2-methyl-4-(3-cyanophenyl)-6-phenylpyridine and 3-(2-morpholinoethylcarbamoyl)-2-methyl-4-(3-c... Starting materials: C1(CCCC1)NC1=NC(=NC(=C1C)C)NCC1=NC=CC=C1 (N4-cyclopentyl-5,6-dimethyl-N2-(pyridin-2-ylmethyl)pyrimidine-2,4-diamine), FC(C1=CC=C(C=C1)N)(F)F ([4-(trifluoromethyl)phenyl]amine). Reaction SMILES: C1(N[C:7]2[C:12]([CH3:13])=[C:11]([CH3:14])[N:10]=[C:9]([NH:15][CH2:16][C:17]3[CH:22]=[CH:21][CH:20]=[CH:19][N:18]=3)[N:8]=2)CCCC1.[F:23][C:24]([F:33])([F:32])[C:25]1[CH:30]=[CH:29][C:28]([NH2:31])=[CH:27][CH:26]=1>>[CH3:13][C:12]1[C:7]([NH:31][C:28]2[CH:27]=[CH:26][C:25]([C:24]([F:32])([F:33])[F:23])=[CH:30][CH:29]=2)=[N:8][C:9]([NH:15][CH2:16][C:17]2[CH:22]=[CH:21][CH:20]=[CH:19][N:18]=2)=[N:10][C:11]=1[CH3:14]. Product: CC=1C(=NC(=NC1C)NCC1=NC=CC=C1)NC1=CC=C(C=C1)C(F)(F)F (5,6-dimethyl-N2-(pyridin-2-ylmethyl)-N4-[4-(trifluoromethyl)phenyl]pyrimidine-2,4-diamine). Procedure details: The titled compound was synthesized according to the procedure described for preparation of N4-cyclopentyl-5,6-dimethyl-N2-(pyridin-2-ylmethyl)pyrimidine-2,4-diamine (Example 29) using [4-(trifluoromethyl)phenyl]amine instead of cyclopentanamine. The crude material was purified by column chromatography eluting with mixture of chloroform/ethanol/20% water solution of ammonia (200:10:1), and then the final product was washed with diethyl ether to afford the titled compound as a light-yellow solid.... Run at time 8 hour. Product: C(C1=CC=CC=C1)O[C@@H](COS(=O)(=O)C)[C@@H](OCC1=CC=CC=C1)[C@@H](OCC1=CC=CC=C1)[C@H](OS(=O)(=O)C)COCC1=CC=CC=C1 (2,3,4,6-Tetra-O-benzyl-1,5-di-O-mesyl-D-galactitol). Procedure details: 2,3,4,6-Tetra-O-benzyl-D-galactitol (7.6 g) was stirred at 0° C. in pyridine (20 ml) and a solution of mesyl chloride (2.5 ml) in pyridine (20 ml) was added. The solution was stored at 4° C. overnight. TLC analysis showed completion of the reaction. The reaction mixture was partitioned between ethyl acetate and water/ice. The organic fractions were washed with 5% hydrochloric acid then saturated aqueous sodium bicarbonate solution, dried (Na2SO4) and concentrated to give a colourless oil which w... Reactants: C(C1=CC=CC=C1)O[C@@H](CO)[C@@H](OCC1=CC=CC=C1)[C@@H](OCC1=CC=CC=C1)[C@H](O)COCC1=CC=CC=C1 (2,3,4,6-Tetra-O-benzyl-D-galactitol), S(=O)(=O)(C)Cl (mesyl chloride). RXN SMILES: [CH2:1]([O:8][C@H:9]([C@H:12]([C@H:21]([C@@H:30]([CH2:32][O:33][CH2:34][C:35]1[CH:40]=[CH:39][CH:38]=[CH:37][CH:36]=1)[OH:31])[O:22][CH2:23][C:24]1[CH:29]=[CH:28][CH:27]=[CH:26][CH:25]=1)[O:13][CH2:14][C:15]1[CH:20]=[CH:19][CH:18]=[CH:17][CH:16]=1)[CH2:10][OH:11])[C:2]1[CH:7]=[CH:6][CH:5]=[CH:4][CH:3]=1.[S:41](Cl)([CH3:44])(=[O:43])=[O:42]>N1C=CC=CC=1>[CH2:1]([O:8][C@H:9]([C@H:12]([C@H:21]([C@@H:30]([CH2:32][O:33][CH2:34][C:35]1[CH:36]=[CH:37][CH:38]=[CH:39][CH:40]=1)[O:31][S:41]([CH3:44])(=[O:43])=[O:42])[O:22][CH2:23][C:24]1[CH:25]=[CH:26][CH:27]=[CH:28][CH:29]=1)[O:13][CH2:14][C:15]1[CH:20]=[CH:19][CH:18]=[CH:17][CH:16]=1)[CH2:10][O:11][S:41]([CH3:44])(=[O:43])=[O:42])[C:2]1[CH:3]=[CH:4][CH:5]=[CH:6][CH:7]=1. The solvent is N1=CC=CC=C1 (pyridine), N1=CC=CC=C1 (pyridine). Reactants: CN(C(OC(C)(C)C)=O)CC1=CNC(=C1)C1=CC=CC=C1 (tert-butyl methyl[(5-phenyl-1H-pyrrol-3-yl)methyl]carbamate), C(C)(C)(C)O[K] (tert-butoxy potassium), ice water, FC=1C=C(C=CC1F)S(=O)(=O)Cl (3,4-Difluorobenzenesulfonyl chloride). Solvent: O1CCCC1 (tetrahydrofuran). Reaction conditions: time 30 minute. Product: Cl.FC=1C=C(C=CC1F)S(=O)(=O)N1C=C(C=C1C1=CC=CC=C1)CNC (1-{1-[(3,4-Difluorophenyl)sulfonyl]-5-phenyl-1H-pyrrol-3-yl}-N-methylmethanamine hydrochloride). The yield is 32.8%. RXN SMILES: C[N:2]([CH2:10][C:11]1[CH:15]=[C:14]([C:16]2[CH:21]=[CH:20][CH:19]=[CH:18][CH:17]=2)[NH:13][CH:12]=1)[C:3](=O)OC(C)(C)C.C(O[K])(C)(C)C.[F:28][C:29]1[CH:30]=[C:31]([S:36]([Cl:39])(=[O:38])=[O:37])[CH:32]=[CH:33][C:34]=1[F:35]>O1CCCC1>[ClH:39].[F:28][C:29]1[CH:30]=[C:31]([S:36]([N:13]2[C:14]([C:16]3[CH:17]=[CH:18][CH:19]=[CH:20][CH:21]=3)=[CH:15][C:11]([CH2:10][NH:2][CH3:3])=[CH:12]2)(=[O:37])=[O:38])[CH:32]=[CH:33][C:34]=1[F:35] |f:4.5|. Procedure: To a solution (7 mL) of tert-butyl methyl[(5-phenyl-1H-pyrrol-3-yl)methyl]carbamate (70 mg) in tetrahydrofuran was added tert-butoxy potassium (42 mg) at room temperature and the mixture was stirred for 30 min. 3,4-Difluorobenzenesulfonyl chloride (68 mg) was added at room temperature and the mixture was stirred for 1.5 hr. To the reaction mixture was added ice water, and the mixture was extracted with ethyl acetate. The extract was washed with saturated brine, dried over anhydrous sodium sulfat... Starting materials: OCc1cc(I)ccc1OCc1ccccc1, Cc1ccccc1, BrP(Br)Br. Yields the product BrCc1cc(I)ccc1OCc1ccccc1. RXN SMILES: [CH2:5]([c:6]1[cH:7][cH:8][cH:9][cH:10][cH:11]1)[O:12][c:13]1[c:14]([CH2:20][OH:21])[cH:15][c:16]([I:19])[cH:17][cH:18]1.[CH3:22][c:23]1[cH:24][cH:25][cH:26][cH:27][cH:28]1.[P:1]([Br:2])([Br:3])[Br:4]>>[Br:2][CH2:20][c:14]1[c:13]([O:12][CH2:5][c:6]2[cH:7][cH:8][cH:9][cH:10][cH:11]2)[cH:18][cH:17][c:16]([I:19])[cH:15]1. Product: NC1=NC(c2ccnc(C(F)(F)F)c2)(c2ccc(F)c(-c3cncnc3)c2)c2cccc(F)c21. As a reaction SMILES: [Br:1][c:2]1[cH:3][c:4]([C:9]2([c:20]3[cH:21][c:22]([C:26]([F:27])([F:28])[F:29])[n:23][cH:24][cH:25]3)[N:10]=[C:11]([NH2:19])[c:12]3[c:13]([F:18])[cH:14][cH:15][cH:16][c:17]32)[cH:5][cH:6][c:7]1[F:8].[C:39](=[O:40])([O-:41])[O-:42].[K+:43].[K+:44].[O:45]=[CH:46][N:47]([CH3:48])[CH3:49].[n:30]1[cH:31][n:32][cH:33][c:34]([B:36]([OH:37])[OH:38])[cH:35]1>>[c:2]1(-[c:34]2[cH:33][n:32][cH:31][n:30][cH:35]2)[cH:3][c:4]([C:9]2([c:20]3[cH:21][c:22]([C:26]([F:27])([F:28])[F:29])[n:23][cH:24][cH:25]3)[N:10]=[C:11]([NH2:19])[c:12]3[c:13]([F:18])[cH:14][cH:15][cH:16][c:17]32)[cH:5][cH:6][c:7]1[F:8]. Starting materials: NC1=NC(c2ccnc(C(F)(F)F)c2)(c2ccc(F)c(Br)c2)c2cccc(F)c21, O=C([O-])[O-], [K+], [K+], CN(C)C=O, OB(O)c1cncnc1. Starting materials: ClC1=NC=NC(=C1)OCC#C (4-chloro-6-(2-propynyloxy)pyrimidine), C([O-])([O-])=O.[K+].[K+] (potassium carbonate), C1(=CC=CC=C1)O (phenol), [Cl-].[NH4+] (ammonium chloride). Solvent: CN(C=O)C (N,N-dimethylformamide). Conditions: temperature 60 celsius, time 7 hour. The product is O(C1=CC=CC=C1)C1=NC=NC(=C1)OCC#C (4-phenoxy-6-(2-propynyloxy)pyrimidine). The yield is 55.9%. Reaction SMILES: Cl[C:2]1[CH:7]=[C:6]([O:8][CH2:9][C:10]#[CH:11])[N:5]=[CH:4][N:3]=1.C(=O)([O-])[O-].[K+].[K+].[C:18]1([OH:24])[CH:23]=[CH:22][CH:21]=[CH:20][CH:19]=1.[Cl-].[NH4+]>CN(C)C=O>[O:24]([C:2]1[CH:7]=[C:6]([O:8][CH2:9][C:10]#[CH:11])[N:5]=[CH:4][N:3]=1)[C:18]1[CH:23]=[CH:22][CH:21]=[CH:20][CH:19]=1 |f:1.2.3,5.6|. Procedure details: To 6 ml of N,N-dimethylformamide were added 0.2 g of 4-chloro-6-(2-propynyloxy)pyrimidine, 0.25 g of potassium carbonate, and 0.13 g of phenol, followed by stirring at 60° C. for 7 hours. The reaction mixture was then left for cooling to room temperature and poured into a saturated aqueous ammonium chloride solution, which was extracted three times with chloroform. The chloroform layers were combined, washed with diluted hydrochloric acid and then with water, and dried over anhydrous magnesium s...